Dataset: the Open Reaction Database (ORD), a public repository of structured organic reaction records. Task: describe an organic reaction: reactants, conditions, products, and yield Reactants: C1(=CC=CC=C1)C1=CC=C2C(=C(NC2=C1)C(=O)OCC)CCC(=O)OCC (Ethyl 6-phenyl-3-(3-ethoxy-3-oxopropyl)-1H-indole-2-carboxylate), O.O.O.[OH-].[Li+] (lithium hydroxide trihydrate). Run in O1CCCC1 (tetrahydrofurane), O1CCCC1 (THF), O (water). Yields the product C(=O)(O)CCC1=C(NC2=CC(=CC=C12)C1=CC=CC=C1)C(=O)O (3-(2-Carboxyethyl)-6-phenyl-1H-indole-2-carboxylic acid). Yield: 95.0%. RXN SMILES: [C:1]1([C:7]2[CH:15]=[C:14]3[C:10]([C:11]([CH2:21][CH2:22][C:23]([O:25]CC)=[O:24])=[C:12]([C:16]([O:18]CC)=[O:17])[NH:13]3)=[CH:9][CH:8]=2)[CH:6]=[CH:5][CH:4]=[CH:3][CH:2]=1.O.O.O.[OH-].[Li+]>O1CCCC1.O>[C:23]([CH2:22][CH2:21][C:11]1[C:10]2[C:14](=[CH:15][C:7]([C:1]3[CH:2]=[CH:3][CH:4]=[CH:5][CH:6]=3)=[CH:8][CH:9]=2)[NH:13][C:12]=1[C:16]([OH:18])=[O:17])([OH:25])=[O:24] |f:1.2.3.4.5|. Reported procedure: Ethyl 6-phenyl-3-(3-ethoxy-3-oxopropyl)-1H-indole-2-carboxylate (3.65 g, 10 mmol) was dissolved in 25 ml tetrahydrofurane (THF) with stirring at rt. Then a solution of 1.26 g of lithium hydroxide trihydrate (3 equiv.) in 25 ml water was added and the resulting mixture was let to stir at rt for 24 h. After completion of the reaction THF was removed under reduced pressure and the pH was adjusted to 4-5, and the product was extracted with diethyl ether (3×25 ml). The organic layers were dried over ...